From a dataset of the Open Reaction Database (ORD), a public repository of structured organic reaction records. describe an organic reaction: reactants, conditions, products, and yield Reactants: ClC=1N=CC2=C(N1)N(C(=C2)C(C)O)C(CC)CC (1-[2-chloro-7-(1-ethyl-propyl)-7H-pyrrolo[2,3-d]pyrimidin-6-yl]-ethanol), CC(=O)OI1(C=2C=CC=CC2C(=O)O1)(OC(=O)C)OC(=O)C (Dess-Martin periodinane). Solvent: C(Cl)Cl (CH2Cl2). Conditions: time 1 hour. Yields the product ClC=1N=CC2=C(N1)N(C(=C2)C(C)=O)C(CC)CC (1-[2-chloro-7-(1-ethyl-propyl)-7H-pyrrolo[2,3-d]pyrimidin-6-yl]-ethanone). Yield: 109.1%. RXN SMILES: [Cl:1][C:2]1[N:3]=[CH:4][C:5]2[CH:10]=[C:9]([CH:11]([OH:13])[CH3:12])[N:8]([CH:14]([CH2:17][CH3:18])[CH2:15][CH3:16])[C:6]=2[N:7]=1.CC(OI1(OC(C)=O)(OC(C)=O)OC(=O)C2C=CC=CC1=2)=O>C(Cl)Cl>[Cl:1][C:2]1[N:3]=[CH:4][C:5]2[CH:10]=[C:9]([C:11](=[O:13])[CH3:12])[N:8]([CH:14]([CH2:15][CH3:16])[CH2:17][CH3:18])[C:6]=2[N:7]=1. Reported procedure: To a solution of 1-[2-chloro-7-(1-ethyl-propyl)-7H-pyrrolo[2,3-d]pyrimidin-6-yl]-ethanol (61 mg, 0.2 mmol) in CH2Cl2 (2 mL) is added Dess-Martin periodinane (242 mg, 0.5 mmol). The reaction mixture is stirred for 1 h, quenched with 10% NaS2O3:saturated NaHCO3 (1:1) aqueous solution, and extracted with CH2Cl2. The extracts are washed with water and brine, dried over Na2SO4, and concentrated in vacuo. The residue is purified by flash chromatography (SiO2, EtOAc/Hexane 1:3) to afford 58 mg of 1-[2-... Reactants: [Mn](=O)(=O)(=O)[O-].[K+] (potassium permanganate), COC=1C=C(C=CC1OC)CCNC([C@](C(C)C)(S(=O)C(C)C)N)=O ((S)-2-(isopropylsulfinyl)-amino-3-methyl-butyric acid N-[2-(3,4-dimethoxyphenyl)-ethyl]-amide), [Mn](=O)(=O)(=O)[O-] (permanganate). Yields the product COC=1C=C(C=CC1OC)CCNC([C@](C(C)C)(S(=O)(=O)C(C)C)N)=O ((S)-2(isopropylsulfonyl)-amino-3-methyl-butyric acid -N-[2-(3,4-dimethoxyphenyl)-ethyl]-amide). As a reaction SMILES: [CH3:1][O:2][C:3]1[CH:4]=[C:5]([CH2:11][CH2:12][NH:13][C:14](=[O:25])[C@@:15]([NH2:24])([S:19]([CH:21]([CH3:23])[CH3:22])=[O:20])[CH:16]([CH3:18])[CH3:17])[CH:6]=[CH:7][C:8]=1[O:9][CH3:10].[Mn]([O-])(=O)(=O)=[O:27].[K+].[Mn]([O-])(=O)(=O)=O>CC(C)=O>[CH3:1][O:2][C:3]1[CH:4]=[C:5]([CH2:11][CH2:12][NH:13][C:14](=[O:25])[C@@:15]([NH2:24])([S:19]([CH:21]([CH3:23])[CH3:22])(=[O:27])=[O:20])[CH:16]([CH3:18])[CH3:17])[CH:6]=[CH:7][C:8]=1[O:9][CH3:10] |f:1.2|. Conditions: time 45 minute. Run in CC(=O)C (acetone), CC(=O)C (acetone). Reported procedure: 3.7 g of (S)-2-(isopropylsulfinyl)-amino-3-methyl-butyric acid N-[2-(3,4-dimethoxyphenyl)-ethyl]-amide (Example 3.90) are dissolved in 50 ml of acetone at room temperature. An acetone solution saturated with potassium permanganate is added dropwise to this stirred solution until the reaction mixture retains the violet colour of the permanganate; the reaction mixture is then stirred at room temperature for 45 minutes. The resulting manganese dioxide is removed by filtration over Celite. The filtr... The reactants are ClC1=C(C=C2C(=C(C(NC2=C1)=O)C(=O)OCC)O)C1=CC=C(C=C1)C1=C(C(=CC=C1)OC)O (ethyl 7-chloro-4-hydroxy-6-[2′-hydroxy-3′-(methyloxy)-4-biphenylyl]-2-oxo-1,2-dihydro-3-quinolinecarboxylate), [OH-].[Li+] (lithium hydroxide). Solvent: C1CCOC1 (THF), O (water). Conditions: temperature 50 celsius, time 24 hour. Yields the product ClC1=C(C=C2C(=C(C(NC2=C1)=O)C(=O)O)O)C1=CC=C(C=C1)C1=C(C(=CC=C1)OC)O (7-chloro-4-hydroxy-6-[2′-hydroxy-3′-(methyloxy)-4-biphenylyl]-2-oxo-1,2-dihydro-3-quinolinecarboxylic acid). Isolated yield 17.7%. RXN SMILES: [Cl:1][C:2]1[CH:11]=[C:10]2[C:5]([C:6]([OH:18])=[C:7]([C:13]([O:15]CC)=[O:14])[C:8](=[O:12])[NH:9]2)=[CH:4][C:3]=1[C:19]1[CH:24]=[CH:23][C:22]([C:25]2[CH:30]=[CH:29][CH:28]=[C:27]([O:31][CH3:32])[C:26]=2[OH:33])=[CH:21][CH:20]=1.[OH-].[Li+]>C1COCC1.O>[Cl:1][C:2]1[CH:11]=[C:10]2[C:5]([C:6]([OH:18])=[C:7]([C:13]([OH:15])=[O:14])[C:8](=[O:12])[NH:9]2)=[CH:4][C:3]=1[C:19]1[CH:20]=[CH:21][C:22]([C:25]2[CH:30]=[CH:29][CH:28]=[C:27]([O:31][CH3:32])[C:26]=2[OH:33])=[CH:23][CH:24]=1 |f:1.2|. Procedure details: To a suspension of ethyl 7-chloro-4-hydroxy-6-[2′-hydroxy-3′-(methyloxy)-4-biphenylyl]-2-oxo-1,2-dihydro-3-quinolinecarboxylate (Example 28) (150 mg, 0.322 mmol) in THF (4 mL) and water (2 mL) was added lithium hydroxide (100 mg, 2.4 mmol). The reaction mixture was stirred 48 h at 50° C. and 24 h at room temperature before being cooled down. The mixture was then evaporated, acidified with 1N HCl, filtered and dried. The resulting solid was triturated in hot acetonitrile, filtered and dried to gi... RXN SMILES: [C:1](#[N:2])[c:3]1[c:4]([F:28])[cH:5][c:6]([O:7][CH2:8][C:9]([C:10](=[O:11])[NH:12][c:13]2[cH:14][c:15]([CH2:22][OH:23])[c:16]([N+:19](=[O:20])[O-:21])[cH:17][cH:18]2)([CH3:24])[OH:25])[cH:26][cH:27]1.[Cl:29][CH2:30][Cl:31]>>[C:1](#[N:2])[c:3]1[c:4]([F:28])[cH:5][c:6]([O:7][CH2:8][C:9]([C:10](=[O:11])[NH:12][c:13]2[cH:14][c:15]([CH:22]=[O:23])[c:16]([N+:19](=[O:20])[O-:21])[cH:17][cH:18]2)([CH3:24])[OH:25])[cH:26][cH:27]1. Yields the product CC(O)(COc1ccc(C#N)c(F)c1)C(=O)Nc1ccc([N+](=O)[O-])c(C=O)c1. Starting materials: CC(O)(COc1ccc(C#N)c(F)c1)C(=O)Nc1ccc([N+](=O)[O-])c(CO)c1, ClCCl.